Dataset: the Open Reaction Database (ORD), a public repository of structured organic reaction records. Task: describe an organic reaction: reactants, conditions, products, and yield The reactants are OC[C@]12CCC(C=C1CC[C@H]1[C@@H]3CCC([C@@]3(C)CC[C@H]21)=O)=O (19-Hydroxy-4-androstene-3,17-dione). Run in C(C)(C)(C)O (t-butanol). Product: OC[C@]12CCC(C=C1C=C[C@H]1[C@@H]3CCC([C@@]3(C)CC[C@H]21)=O)=O (19-hydroxy-4,6-androstadiene-3,17-dione). Reaction SMILES: [OH:1][CH2:2][C@@:3]12[C@@H:20]3[C@H:11]([C@H:12]4[C@@:16]([CH2:18][CH2:19]3)([CH3:17])[C:15](=[O:21])[CH2:14][CH2:13]4)[CH2:10][CH2:9][C:8]1=[CH:7][C:6](=[O:22])[CH2:5][CH2:4]2>C(O)(C)(C)C>[OH:1][CH2:2][C@@:3]12[C@@H:20]3[C@H:11]([C@H:12]4[C@@:16]([CH2:18][CH2:19]3)([CH3:17])[C:15](=[O:21])[CH2:14][CH2:13]4)[CH:10]=[CH:9][C:8]1=[CH:7][C:6](=[O:22])[CH2:5][CH2:4]2. Reported procedure: 19-Hydroxy-4-androstene-3,17-dione and choranil are dissolved in t-butanol and rapidly brought to its reflux temperature. The t-butanol is removed by distillation at atmospheric pressure at such a rate so that the total reflux and distillation time equals one hour. The dark pasty residue is triturated with hot chloroform and cooled. The solid which remains is removed by filtration and the filtrate successively extracted with water, a 2% sodium hydroxide solution and again with water. The organic... The reactants are OC1=C(C=C(C(=O)O)C=C1C(C)C)C(C)C (4-hydroxy-3,5-diisopropyl benzoic acid), [OH-].[Na+] (sodium hydroxide), Cl (Hydrochloric acid). The solvent is O (water), C(CO)O (ethylene glycol). Conditions: temperature 142.5 celsius, time 1 hour. The product is C(C)(C)C1=C(C(=CC=C1)C(C)C)O (2,6-diisopropyl phenol). Isolated yield 93.5%. Reaction SMILES: [OH:1][C:2]1[C:10]([CH:11]([CH3:13])[CH3:12])=[CH:9][C:5](C(O)=O)=[CH:4][C:3]=1[CH:14]([CH3:16])[CH3:15].[OH-].[Na+].Cl>C(O)CO.O>[CH:11]([C:10]1[CH:9]=[CH:5][CH:4]=[C:3]([CH:14]([CH3:16])[CH3:15])[C:2]=1[OH:1])([CH3:13])[CH3:12] |f:1.2|. Procedure details: To the solution of 4-hydroxy-3,5-diisopropyl benzoic acid 100 g (0.45 M) (example 1) in ethylene glycol (150 ml) was added sodium hydroxide pallets 41.5 g (1.03M) and heated to 140-145° C. under inert atmosphere. After 7 hrs of continued heating at 140-145° C., the reaction mass was cooled to room temperature and diluted with 5 times water. The pH of the mass was then adjusted to 1-2 using concentrated Hydrochloric acid, reaction mixture was stirred for one hour and extracted three times with 20... Reactants: ICC(C)C (1-iodo-2-methyl-propane), Cl (HCl), C(C)OC(C(CC(C)=O)=NOC)=O (2-methoxyimino-4-oxo-pentanoic acid ethyl ester), C([O-])([O-])=O.[K+].[K+] (potassium carbonate), ICC(C)C (1-iodo-2-methyl-propane). Reaction SMILES: [CH2:1]([O:3][C:4](=[O:13])[C:5](=[N:10][O:11][CH3:12])[CH2:6][C:7](=[O:9])[CH3:8])[CH3:2].C(=O)([O-])[O-].[K+].[K+].I[CH2:21][CH:22]([CH3:24])[CH3:23].Cl>CN(C=O)C.CCOC(C)=O>[CH2:1]([O:3][C:4](=[O:13])[C:5](=[N:10][O:11][CH3:12])[CH:6]([C:7](=[O:9])[CH3:8])[CH2:21][CH:22]([CH3:24])[CH3:23])[CH3:2] |f:1.2.3|. Solvent: CCOC(=O)C (EtOAc), CN(C)C=O (DMF). Yields the product C(C)OC(C(C(CC(C)C)C(C)=O)=NOC)=O (3-Acetyl-2-methoxyimino-5-methyl-hexanoic Acid Ethyl Ester). The yield is 29.4%. Reported procedure: To a solution of 2-methoxyimino-4-oxo-pentanoic acid ethyl ester (2.62 g, 14 mmol) in DMF (30 mL) is added potassium carbonate (2.5 g, 18.2 mmol) followed by 1-iodo-2-methyl-propane (1.62 mL, 14 mmol) and the mixture is stirred at ambient temperature overnight. Additional 1-iodo-2-methyl-propane (0.8 mL, 7 mmol) is added and the mixture is stirred at 60° C. for 1 hour. The reaction mixture is diluted with EtOAc and is adjusted to pH 3 with 1N HCl. The organic layer is washed with brine, dried (M... Reaction conditions: time 8 hour. The reactants are ClC1=NC2=CC=CC=C2C(=C1)C (2-chloro-4-methyl-quinoline), N1N=CN=C1 (1,2,4-triazole). The solvent is ClC1=CC=CC=C1 (chloro benzene). Conditions: temperature 100 celsius, time 7 hour. Product: Cl.N1(N=CN=C1)C1=NC2=CC=CC=C2C(=C1)C (2-(1H-1,2,4-triazole-1-yl)-4-methyl-quinoline hydrochloride). Isolated yield 69.6%. As a reaction SMILES: [Cl:1][C:2]1[CH:11]=[C:10]([CH3:12])[C:9]2[C:4](=[CH:5][CH:6]=[CH:7][CH:8]=2)[N:3]=1.[NH:13]1[CH:17]=[N:16][CH:15]=[N:14]1>ClC1C=CC=CC=1>[ClH:1].[N:13]1([C:2]2[CH:11]=[C:10]([CH3:12])[C:9]3[C:4](=[CH:5][CH:6]=[CH:7][CH:8]=3)[N:3]=2)[CH:17]=[N:16][CH:15]=[N:14]1 |f:3.4|. Procedure details: A mixture of 1.78 g of 2-chloro-4-methyl-quinoline, 0.76 g of 1,2,4-triazole and 10 ml of chloro benzene is stirred at 100° C. for 7 hours. The reaction mixture is cooled, the precipitated product is filtered, dissolved in 5 ml of ethanol and precipitated by adding 10 ml of ethyl ether. The precipitated product is filtered. Thus 1.72 g of the desired compound are obtained, yield 70%. Mp.: 193°-194° C.